This data is from the Open Reaction Database (ORD), a public repository of structured organic reaction records. The task is: describe an organic reaction: reactants, conditions, products, and yield The reactants are FC(CCCCCCCCCCCCCCCNC1=CC=C(C(=O)O)C=C1)(F)F (4-[15-(trifluoromethyl)pentadecylamino]benzoic acid), CN(P(=O)(N(C)C)N(C)C)C (hexamethylphosphoramide), [OH-].[Na+] (sodium hydroxide), ICC(CO)O (3-iodo-1,2-propanediol). Solvent: O (water), CCOCC (ether). Product: FC(CCCCCCCCCCCCCCCNC1=CC=C(C(=O)OCC(CO)O)C=C1)(F)F (2,3-Dihydroxypropyl 4-[15-(trifluoromethyl)pentadecylamino]benzoate). As a reaction SMILES: [F:1][C:2]([F:29])([F:28])[CH2:3][CH2:4][CH2:5][CH2:6][CH2:7][CH2:8][CH2:9][CH2:10][CH2:11][CH2:12][CH2:13][CH2:14][CH2:15][CH2:16][CH2:17][NH:18][C:19]1[CH:27]=[CH:26][C:22]([C:23]([OH:25])=[O:24])=[CH:21][CH:20]=1.[OH-].[Na+].I[CH2:33][CH:34]([OH:37])[CH2:35][OH:36].CN(C)P(N(C)C)(N(C)C)=O>O.CCOCC>[F:1][C:2]([F:28])([F:29])[CH2:3][CH2:4][CH2:5][CH2:6][CH2:7][CH2:8][CH2:9][CH2:10][CH2:11][CH2:12][CH2:13][CH2:14][CH2:15][CH2:16][CH2:17][NH:18][C:19]1[CH:27]=[CH:26][C:22]([C:23]([O:25][CH2:33][CH:34]([OH:37])[CH2:35][OH:36])=[O:24])=[CH:21][CH:20]=1 |f:1.2|. Reported procedure: A solution of 7.34 g. of 4-[15-(trifluoromethyl)pentadecylamino]benzoic acid, 4.80 g. of 25% aqueous sodium hydroxide, and 12.6 g. of 3-iodo-1,2-propanediol in 50 ml. of hexamethylphosphoramide is stirred for 24 hours at ambient temperature, diluted with 100 ml. of ether and stirred for 5 days at ambient temperature. The mixture is treated with water and extracted with ether. The dried extracts are evaporated to yield the product as a white solid. The reactants are [H-].[Na+] (sodium hydride), C1(CC1)N1N=NN=C1C=1C=C(C=CC1)C1NC2=CC=C(C=C2C(C1)(C)C)C(=O)O (2-[3-(1-cyclopropyl-1H-tetrazol-5-yl)-phenyl]-4,4-dimethyl-1,2,3,4-tetrahydro-quinoline-6-carboxylic acid), C(=O)(N1C=NC=C1)N1C=NC=C1 (1,1′-carbonyldiimidazole), C1(CC1)S(=O)(=O)N (cyclopropanesulfonamide). Run in O (water), CN(C=O)C (N,N-dimethylformamide), CN(C=O)C (N,N-dimethylformamide). Conditions: temperature 25 celsius, time 1 hour. Product: C1(CC1)N1N=NN=C1C=1C=C(C=CC1)C1NC2=CC=C(C=C2C(C1)(C)C)C(=O)NS(=O)(=O)C1CC1 (cyclopropanesulfonic acid {2-[3-(1-cyclopropyl-1H-tetrazol-5-yl)-phenyl]-4,4-dimethyl-1,2,3,4-tetrahydro-quinoline-6-carbonyl}-amide). The yield is 30.0%. Reaction SMILES: [H-].[Na+].[CH:3]1([S:6]([NH2:9])(=[O:8])=[O:7])[CH2:5][CH2:4]1.[CH:10]1([N:13]2[C:17]([C:18]3[CH:19]=[C:20]([CH:24]4[CH2:33][C:32]([CH3:35])([CH3:34])[C:31]5[C:26](=[CH:27][CH:28]=[C:29]([C:36](O)=[O:37])[CH:30]=5)[NH:25]4)[CH:21]=[CH:22][CH:23]=3)=[N:16][N:15]=[N:14]2)[CH2:12][CH2:11]1.C(N1C=CN=C1)(N1C=CN=C1)=O>CN(C)C=O.O>[CH:10]1([N:13]2[C:17]([C:18]3[CH:19]=[C:20]([CH:24]4[CH2:33][C:32]([CH3:34])([CH3:35])[C:31]5[C:26](=[CH:27][CH:28]=[C:29]([C:36]([NH:9][S:6]([CH:3]6[CH2:5][CH2:4]6)(=[O:8])=[O:7])=[O:37])[CH:30]=5)[NH:25]4)[CH:21]=[CH:22][CH:23]=3)=[N:16][N:15]=[N:14]2)[CH2:12][CH2:11]1 |f:0.1|. Procedure: To a suspension of 60% sodium hydride (535 mg, 13.7 mmol) in N,N-dimethylformamide (2.5 mL) was added cyclopropanesulfonamide (1.65 g, 13.8 mmol) at room temperature. The resulting mixture was stirred at 25° C. for 1 h to afford Solution A41. A solution of 2-[3-(1-cyclopropyl-1H-tetrazol-5-yl)-phenyl]-4,4-dimethyl-1,2,3,4-tetrahydro-quinoline-6-carboxylic acid (544.6 mg, 1.4 mmol) and 1,1′-carbonyldiimidazole (442 mg, 2.76 mmol) in N,N-dimethylformamide (2.0 mL) was stirred at 70° C. for 1 h and...